This data is from the Open Reaction Database (ORD), a public repository of structured organic reaction records. The task is: describe an organic reaction: reactants, conditions, products, and yield The reactants are C(C)(C)(C)C1=CC=C(CN2C(N(C3=C2C=CC=C3)CC3=CC=C(C=C3)[N+](=O)[O-])=O)C=C1 (1-(4-tert-butylbenzyl)-3-(4-nitrobenzyl)-1,3-dihydrobenzimidazol-2-one), [H][H] (hydrogen). The reagents and catalysts are [Pd] (Palladium-on-charcoal). Run in CO (MeOH). Product: NC1=CC=C(CN2C(N(C3=C2C=CC=C3)CC3=CC=C(C=C3)C(C)(C)C)=O)C=C1 (1-(4-aminobenzyl)-3-(4-tert-butylbenzyl)-1,3-dihydrobenzimidazol-2-one). As a reaction SMILES: [C:1]([C:5]1[CH:31]=[CH:30][C:8]([CH2:9][N:10]2[C:14]3[CH:15]=[CH:16][CH:17]=[CH:18][C:13]=3[N:12]([CH2:19][C:20]3[CH:25]=[CH:24][C:23]([N+:26]([O-])=O)=[CH:22][CH:21]=3)[C:11]2=[O:29])=[CH:7][CH:6]=1)([CH3:4])([CH3:3])[CH3:2].[H][H]>[Pd].CO>[NH2:26][C:23]1[CH:22]=[CH:21][C:20]([CH2:19][N:12]2[C:13]3[CH:18]=[CH:17][CH:16]=[CH:15][C:14]=3[N:10]([CH2:9][C:8]3[CH:7]=[CH:6][C:5]([C:1]([CH3:2])([CH3:3])[CH3:4])=[CH:31][CH:30]=3)[C:11]2=[O:29])=[CH:25][CH:24]=1. Procedure details: Palladium-on-charcoal (5%, 650 mg) was added to a solution of 1-(4-tert-butylbenzyl)-3-(4-nitrobenzyl)-1,3-dihydrobenzimidazol-2-one (P) (1.13 g, 2.73 mmol) in abs. MeOH (60 mL). The reaction mixture was subjected to a hydrogen pressure of 3 bar for 20 min at RT. The catalyst was separated by filtration, and the filtrate was concentrated in vacuo. The residue was taken up in EtOAc (10 mL) and filtered through a frit with kieselguhr (layer thickness 1 cm). The frit was washed with ethyl acetate (... The reactants are C1(=CC=CC=C1)C=1N=C(OC1C1=CC=CC=C1)C=1[C@@H](CCCC1)CC=1C=C(OCC(=O)OCC)C=CC1 (ethyl (S)-{3-{[2-(4,5-diphenyloxazol-2-yl)-2-cyclohexen-1-yl]methyl}phenoxy}acetate), ClC1=CC(=CC=C1)C(=O)OO (m-chloroperbenzoic acid). Solvent: ClCCl (dichloromethane), CCOC(=O)C (EtOAc). Product: C1(=CC=CC=C1)C=1N=C(OC1C1=CC=CC=C1)C12[C@@H](CCCC1O2)CC=2C=C(OCC(=O)OCC)C=CC2 (ethyl {3-{[(1S)-2-(4,5-diphenyloxazol-2-yl) -2,3-epoxy-1-cyclohexyl]methyl}phenoxy}-acetate). The yield is 48.4%. As a reaction SMILES: [C:1]1([C:7]2[N:8]=[C:9]([C:18]3[C@H:19]([CH2:24][C:25]4[CH:26]=[C:27]([CH:35]=[CH:36][CH:37]=4)[O:28][CH2:29][C:30]([O:32][CH2:33][CH3:34])=[O:31])[CH2:20][CH2:21][CH2:22][CH:23]=3)[O:10][C:11]=2[C:12]2[CH:17]=[CH:16][CH:15]=[CH:14][CH:13]=2)[CH:6]=[CH:5][CH:4]=[CH:3][CH:2]=1.ClC1C=CC=C(C(OO)=[O:46])C=1>ClCCl.CCOC(C)=O>[C:1]1([C:7]2[N:8]=[C:9]([C:18]34[O:46][CH:23]3[CH2:22][CH2:21][CH2:20][C@H:19]4[CH2:24][C:25]3[CH:26]=[C:27]([CH:35]=[CH:36][CH:37]=3)[O:28][CH2:29][C:30]([O:32][CH2:33][CH3:34])=[O:31])[O:10][C:11]=2[C:12]2[CH:13]=[CH:14][CH:15]=[CH:16][CH:17]=2)[CH:2]=[CH:3][CH:4]=[CH:5][CH:6]=1. Reported procedure: A solution of ethyl (S)-{3-{[2-(4,5-diphenyloxazol-2-yl)-2-cyclohexen-1-yl]methyl}phenoxy}acetate (800 mg) and m-chloroperbenzoic acid (600 mg) in dichloromethane (20 ml) was stirred for 2 hours at room temperature. The mixture was diluted with EtOAc and washed with water and brine. Then, it was dried over MgSO4 and evaporated in vacuo. The residue was purified by chromatography on silica gel to give ethyl {3-{[(1S)-2-(4,5-diphenyloxazol-2-yl) -2,3-epoxy-1-cyclohexyl]methyl}phenoxy}-acetate (400...